From a dataset of the Open Reaction Database (ORD), a public repository of structured organic reaction records. describe an organic reaction: reactants, conditions, products, and yield The reactants are C(O)C(CC)(CO)CO (Trimethylolpropane), [N+](=O)([O-])C1=CC=C(C(=O)Cl)C=C1 (p-nitrobenzoyl chloride). The product is [N+](=O)([O-])C1=CC=C(C(=O)C(CC(CO)(CO)CO)(C(C2=CC=C(C=C2)[N+](=O)[O-])=O)C(C2=CC=C(C=C2)[N+](=O)[O-])=O)C=C1 (tris-(4-nitrobenzoyl)-trimethylolpropane). Isolated yield 57.6%. Reaction SMILES: [CH2:1]([C:3]([CH2:8][OH:9])([CH2:6][OH:7])[CH2:4][CH3:5])[OH:2].[N+:10]([C:13]1[CH:21]=[CH:20][C:16]([C:17](Cl)=[O:18])=[CH:15][CH:14]=1)([O-:12])=[O:11]>>[N+:10]([C:13]1[CH:21]=[CH:20][C:16]([C:17]([C:5]([C:17](=[O:18])[C:16]2[CH:15]=[CH:14][C:13]([N+:10]([O-:12])=[O:11])=[CH:21][CH:20]=2)([C:17](=[O:18])[C:16]2[CH:15]=[CH:14][C:13]([N+:10]([O-:12])=[O:11])=[CH:21][CH:20]=2)[CH2:4][C:3]([CH2:8][OH:9])([CH2:6][OH:7])[CH2:1][OH:2])=[O:18])=[CH:15][CH:14]=1)([O-:12])=[O:11]. Procedure details: Trimethylolpropane (26.84 g, 0.2 mole) was treated with p-nitrobenzoyl chloride (117 g, 0.63 mole), following the general procedure described in Example 1. Part A. The product was worked up in the usual way, except that precipitation occurred during the treatment with saturated aqueous sodium bicarbonate. The mixture was therefore heated to effect solution, the phases separated, the organic phase washed with saturated sodium bicarbonate (3×), and dried over MgSO4. The product crystallized during...